This data is from the Open Reaction Database (ORD), a public repository of structured organic reaction records. The task is: describe an organic reaction: reactants, conditions, products, and yield As a reaction SMILES: [C:1]([CH3:2])(=[O:3])[NH:4][c:5]1[cH:6][c:7](-[c:15]2[cH:16][cH:17][c:18]([CH2:21][CH2:22][N:23]([CH2:24][CH:25]([O:26][CH:27]3[CH2:28][CH2:29][CH2:30][CH2:31][O:32]3)[c:33]3[cH:34][cH:35][cH:36][cH:37][cH:38]3)[CH2:39][c:40]3[cH:41][cH:42][cH:43][cH:44][cH:45]3)[cH:19][cH:20]2)[cH:8][cH:9][c:10]1[C:11](=[O:12])[O:13][CH3:14].[C:46]([O:47][CH2:48][CH3:49])(=[O:50])[CH3:51].[CH3:55][CH2:56][O:57][C:58](=[O:59])[CH3:60].[ClH:52].[Na+:54].[OH-:53]>>[C:1]([CH3:2])(=[O:3])[NH:4][c:5]1[cH:6][c:7](-[c:15]2[cH:16][cH:17][c:18]([CH2:21][CH2:22][N:23]([CH2:24][CH:25]([OH:26])[c:33]3[cH:34][cH:35][cH:36][cH:37][cH:38]3)[CH2:39][c:40]3[cH:41][cH:42][cH:43][cH:44][cH:45]3)[cH:19][cH:20]2)[cH:8][cH:9][c:10]1[C:11](=[O:12])[O:13][CH3:14]. Yields the product COC(=O)c1ccc(-c2ccc(CCN(Cc3ccccc3)CC(O)c3ccccc3)cc2)cc1NC(C)=O. Starting materials: COC(=O)c1ccc(-c2ccc(CCN(Cc3ccccc3)CC(OC3CCCCO3)c3ccccc3)cc2)cc1NC(C)=O, CCOC(C)=O, CCOC(C)=O, Cl, [Na+], [OH-].